This data is from the Open Reaction Database (ORD), a public repository of structured organic reaction records. The task is: describe an organic reaction: reactants, conditions, products, and yield Reaction SMILES: [Br:1][CH2:2][CH2:3][CH2:4][CH2:5][CH2:6][CH2:7][CH2:8][CH2:9][CH2:10][CH2:11][C:12]([OH:14])=O.[CH2:15]([N:19](CCCC)CCCC)[CH2:16][CH2:17][CH3:18].C(N)CCC>C(Cl)Cl>[CH2:15]([NH:19][C:12](=[O:14])[CH2:11][CH2:10][CH2:9][CH2:8][CH2:7][CH2:6][CH2:5][CH2:4][CH2:3][CH2:2][Br:1])[CH2:16][CH2:17][CH3:18]. Reported procedure: 11-Bromoundecanoic acid (45 mmol) was dissolved in dry CH2Cl2 (200 ml) and tributylamine (54 mmol). After the mixture had cooled at −10° C., isobutylchlorofomate (60 mmol) was added and allowed to react for 2 hrs. At this moment, excess N-butylamine (225 mmol) was added and later the cooling bath was removed. After 3 hrs, CH2Cl2 was added and the organic phase was washed with 1 N HCl, saturated NaHCO3, and water. After drying by MgSO4, the solvent was removed and the crude product was purified b... Product: C(CCC)NC(CCCCCCCCCCBr)=O (N-Butyl-11-bromoundecanamide). Starting materials: C(CCC)N(CCCC)CCCC (tributylamine), BrCCCCCCCCCCC(=O)O (11-Bromoundecanoic acid), C(CCC)N (N-butylamine). Run in C(Cl)Cl (CH2Cl2). Run at temperature -10 celsius, time 3 hour. Reactants: N1=CC=CN1. Reagents/catalysts: N=1C=C(C(=C2C=CC3=C(N=CC(=C3C)C)C12)C)C, O1B(OC(C)(C)C1(C)C)B2OC(C)(C)C(O2)(C)C, C[OH2+].C[OH2+].C1CC=CCCC=C1.C1CC=CCCC=C1.[Ir].[Ir]. Run in O1CCCC1. Reaction conditions: temperature 80 celsius, time 21 hour. Yields the product N1=CC(=CN1)B2OC(C)(C)C(O2)(C)C. The yield is 91.0%. The reactants are [Br-].C(CC)[P+](C1=CC=CC=C1)(C1=CC=CC=C1)C1=CC=CC=C1 (propyl-triphenylphosphonium bromide), C(#N)C1=CC=C(C=C1)[C@@H]1CC[C@H](CC1)CC=O ([trans-4-(p-cyanophenyl)cyclohexyl]acetaldehyde), O (water), potassium t-butylate. The solvent is COC(C)(C)C (t-butyl methyl ether), COC(C)(C)C (t-butyl methyl ether). Conditions: time 60 minute. The product is residue, C(C=CCC)[C@@H]1CC[C@H](CC1)C1=CC=C(C#N)C=C1 (p-[trans-4-(2-pentenyl)cyclohexyl]benzonitrile). Isolated yield 94.2%. RXN SMILES: [Br-].[CH2:2]([P+](C1C=CC=CC=1)(C1C=CC=CC=1)C1C=CC=CC=1)[CH2:3][CH3:4].[C:24]([C:26]1[CH:31]=[CH:30][C:29]([C@H:32]2[CH2:37][CH2:36][C@H:35]([CH2:38][CH:39]=O)[CH2:34][CH2:33]2)=[CH:28][CH:27]=1)#[N:25].O>COC(C)(C)C>[CH2:38]([C@H:35]1[CH2:36][CH2:37][C@H:32]([C:29]2[CH:30]=[CH:31][C:26]([C:24]#[N:25])=[CH:27][CH:28]=2)[CH2:33][CH2:34]1)[CH:39]=[CH:2][CH2:3][CH3:4] |f:0.1|. Procedure: A suspension of 5.1 g of propyl-triphenylphosphonium bromide in 80 ml of t-butyl methyl ether was treated within 5 minutes with 1.48 g of potassium t-butylate while gassing with argon at -10° C. and the mixture was stirred at room temperature for a further 60 minutes. Thereafter, the mixture was treated within 5 minutes at 0° C. with a solution of 2.0 g of [trans-4-(p-cyanophenyl)cyclohexyl]acetaldehyde in 25 ml of t-butyl methyl ether and the resulting mixture was stirred for a further 45 minut... The reactants are Cl.C1(CCCCC1)NC1=NC(=NC(=C1C)C)NCC1=NC=CC=C1 (N4-cyclohexyl-5,6-dimethyl-N2-(pyridin-2-ylmethyl)pyrimidine-2,4-diamine hydrochloride), FC=1C=C(CN)C=CC1 ((3-fluorobenzyl)amine). Yields the product C1(CCCCC1)NC1=NC(=NC(=C1C)C)NCC1=CC(=CC=C1)F (N4-cyclohexyl-N2-(3-fluorobenzyl)-5,6-dimethylpyrimidine-2,4-diamine). As a reaction SMILES: Cl.[CH:2]1([NH:8][C:9]2[C:14]([CH3:15])=[C:13]([CH3:16])[N:12]=[C:11](NCC3C=CC=CN=3)[N:10]=2)[CH2:7][CH2:6][CH2:5][CH2:4][CH2:3]1.[F:25][C:26]1[CH:27]=[C:28]([CH:31]=[CH:32][CH:33]=1)[CH2:29][NH2:30]>>[CH:2]1([NH:8][C:9]2[C:14]([CH3:15])=[C:13]([CH3:16])[N:12]=[C:11]([NH:30][CH2:29][C:28]3[CH:31]=[CH:32][CH:33]=[C:26]([F:25])[CH:27]=3)[N:10]=2)[CH2:3][CH2:4][CH2:5][CH2:6][CH2:7]1 |f:0.1|. Procedure: The titled compound was synthesized according to the general procedure described for preparation of N4-cyclohexyl-5,6-dimethyl-N2-(pyridin-2-ylmethyl)pyrimidine-2,4-diamine (Example 1) using (3-fluorobenzyl)amine instead of (pyridin-2-ylmethyl)amine. The product was purified by column chromatography eluting with mixture of chloroform/ethanol/20% water solution of ammonia (200:10:1), and then the final product was washed with diethyl ether to afford the titled compound as a white solid. 1H NMR (3... The reactants are COC=1C=CC2=C(NC(N(C2=O)C2=CC=C(C=C2)OCC(F)(F)F)=S)N1 (7-methoxy-2-thioxo-3-[4-(2,2,2-trifluoroethoxy)phenyl]-2,3-dihydropyrido[2,3-d]pyrimidin-4(1H)-one), C(O)([O-])=O.[Na+] (sodium hydrogen carbonate), ICC (iodoethane), C(C)#N (acetonitrile). Conditions: temperature 100 celsius, time 1 hour. As a reaction SMILES: [CH3:1][O:2][C:3]1[CH:4]=[CH:5][C:6]2[C:11](=[O:12])[N:10]([C:13]3[CH:18]=[CH:17][C:16]([O:19][CH2:20][C:21]([F:24])([F:23])[F:22])=[CH:15][CH:14]=3)[C:9](=[S:25])[NH:8][C:7]=2[N:26]=1.C(=O)([O-])O.[Na+].I[CH2:33][CH3:34].C(#N)C>C(OCC)(=O)C>[CH2:33]([S:25][C:9]1[N:10]([C:13]2[CH:14]=[CH:15][C:16]([O:19][CH2:20][C:21]([F:24])([F:23])[F:22])=[CH:17][CH:18]=2)[C:11](=[O:12])[C:6]2[CH:5]=[CH:4][C:3]([O:2][CH3:1])=[N:26][C:7]=2[N:8]=1)[CH3:34] |f:1.2|. Reported procedure: A mixture of 7-methoxy-2-thioxo-3-[4-(2,2,2-trifluoroethoxy)phenyl]-2,3-dihydropyrido[2,3-d]pyrimidin-4(1H)-one (383 mg), 1M aqueous sodium hydrogen carbonate solution (1.0 ml), iodoethane (0.4 ml) and acetonitrile (10 ml) was stirred at 100° C. for 1 hr. The reaction mixture was allowed to be cooled, diluted with ethyl acetate (80 ml), washed with water and saturated brine, and dried over anhydrous magnesium sulfate. The solvent was evaporated under reduced pressure, and the obtained residue wa... Solvent: C(C)(=O)OCC (ethyl acetate). Product: C(C)SC=1N(C(C2=C(N1)N=C(C=C2)OC)=O)C2=CC=C(C=C2)OCC(F)(F)F (2-(ethylsulfanyl)-7-methoxy-3-[4-(2,2,2-trifluoroethoxy)phenyl]pyrido[2,3-d]pyrimidin-4(3H)-one). The reactants are Cc1ccc(C(=O)O)cc1-n1cnc2ccc(N3CCN(C)CC3)cc2c1=O, NC1CCC1, O=P(Cl)(Cl)Cl, c1ccncc1. Yields the product Cc1ccc(C(=O)NC2CCC2)cc1-n1cnc2ccc(N3CCN(C)CC3)cc2c1=O. RXN SMILES: [CH3:6][c:7]1[c:8](-[n:16]2[cH:17][n:18][c:19]3[cH:20][cH:21][c:22]([N:27]4[CH2:28][CH2:29][N:30]([CH3:33])[CH2:31][CH2:32]4)[cH:23][c:24]3[c:25]2=[O:26])[cH:9][c:10]([C:11](=[O:12])[OH:13])[cH:14][cH:15]1.[CH:34]1([NH2:38])[CH2:35][CH2:36][CH2:37]1.[P:1]([Cl:2])([Cl:3])([Cl:4])=[O:5].[cH:39]1[cH:40][cH:41][n:42][cH:43][cH:44]1>>[CH3:6][c:7]1[c:8](-[n:16]2[cH:17][n:18][c:19]3[cH:20][cH:21][c:22]([N:27]4[CH2:28][CH2:29][N:30]([CH3:33])[CH2:31][CH2:32]4)[cH:23][c:24]3[c:25]2=[O:26])[cH:9][c:10]([C:11](=[O:13])[NH:38][CH:34]2[CH2:35][CH2:36][CH2:37]2)[cH:14][cH:15]1. Starting materials: C(C(=O)Cl)(=O)Cl (Oxalyl chloride), C=1(C(=CC=CC1)CC(=O)O)C1=CC=CC=C1 (biphenylacetic acid). Reagents/catalysts: CN(C=O)C (dimethylformamide). Solvent: C(Cl)Cl (methylene chloride). Run at time 20 minute. Yields the product C=1(C(=CC=CC1)CC(=O)Cl)C1=CC=CC=C1 (Biphenylacetyl chloride). The yield is 95.3%. Reaction SMILES: [C:1](Cl)(=O)[C:2]([Cl:4])=[O:3].[C:7]1([C:17]2[CH:22]=[CH:21][CH:20]=[CH:19][CH:18]=2)[C:8](CC(O)=O)=[CH:9][CH:10]=[CH:11][CH:12]=1>CN(C)C=O.C(Cl)Cl>[C:7]1([C:17]2[CH:18]=[CH:19][CH:20]=[CH:21][CH:22]=2)[C:12]([CH2:1][C:2]([Cl:4])=[O:3])=[CH:11][CH:10]=[CH:9][CH:8]=1. Procedure: Oxalyl chloride (246 μl, 2.86 mmol) and one drop of dimethylformamide were added dropwise to a suspension of biphenylacetic acid (30 mg, 1.41 mmol) in methylene chloride (10 ml). The mixture was stirred at room temperature for 20 minutes. The solvent was evaporated and the residue was coevaporated with toluene twice to give 310 mg of the title product as a yellow solid. Reactants: BrCC1=CC=C(C=C1)CC(=O)OC (methyl [4-(bromomethyl)phenyl]acetate), C[N+]1(CCOCC1)[O-] (N-methylmorpholine-N-oxide), O (water). Solvent: C1(=CC=CC=C1)C (toluene), CC#N (MeCN), C1(=CC=CC=C1)C (toluene). Conditions: time 5 hour. Product: C(=O)C1=CC=C(C=C1)CC(=O)OC (Methyl (4-formylphenyl)acetate). Reaction SMILES: C[N+]1([O-])CC[O:5]CC1.Br[CH2:10][C:11]1[CH:16]=[CH:15][C:14]([CH2:17][C:18]([O:20][CH3:21])=[O:19])=[CH:13][CH:12]=1.O>CC#N.C1(C)C=CC=CC=1>[CH:10]([C:11]1[CH:16]=[CH:15][C:14]([CH2:17][C:18]([O:20][CH3:21])=[O:19])=[CH:13][CH:12]=1)=[O:5]. Procedure details: To a mixture of N-methylmorpholine-N-oxide (63.9 g, 545 mmol) in MeCN (848 g) and toluene (742 g), was added a solution of methyl [4-(bromomethyl)phenyl]acetate (53.0 g) in toluene (212 g) at 0 to 25° C. After stirring for 5 hr, water (106 g) was added to the reaction mixture. The aqueous layer was removed and remaining MeCN in the organic layer was removed under reduced pressure. The remaining toluene solution was washed with water twice (530 g×2), and concentrated under reduced pressure at a t...